Dataset: the Open Reaction Database (ORD), a public repository of structured organic reaction records. Task: describe an organic reaction: reactants, conditions, products, and yield Reactants: C(#N)C=1C=C(C=CC1)O (3-cyanophenol), C1(=CC=CC=C1)P(C1=CC=CC=C1)C1=CC=CC=C1 (triphenylphosphine), N(=NC(=O)OCC)C(=O)OCC (diethyl azodicarboxylate), C(C)(C)(C)OC(=O)N[C@@H](C(=O)OCC1=CC=CC=C1)CCCO (benzyl 2-(2R)-t-butoxycarbonylamino-5-hydroxypentanoate). Solvent: O1CCCC1 (tetrahydrofuran). Conditions: time 1 hour. The product is C(C)(C)(C)OC(=O)N[C@@H](C(=O)OCC1=CC=CC=C1)CCCOC1=CC(=CC=C1)C#N (benzyl 2-(2R)-t-butoxycarbonylamino-5-(3-cyanophenoxy)pentanoate). As a reaction SMILES: [C:1]([O:5][C:6]([NH:8][C@H:9]([CH2:20][CH2:21][CH2:22][OH:23])[C:10]([O:12][CH2:13][C:14]1[CH:19]=[CH:18][CH:17]=[CH:16][CH:15]=1)=[O:11])=[O:7])([CH3:4])([CH3:3])[CH3:2].[C:24]([C:26]1[CH:27]=[C:28](O)[CH:29]=[CH:30][CH:31]=1)#[N:25].C1(P(C2C=CC=CC=2)C2C=CC=CC=2)C=CC=CC=1.N(C(OCC)=O)=NC(OCC)=O>O1CCCC1>[C:1]([O:5][C:6]([NH:8][C@H:9]([CH2:20][CH2:21][CH2:22][O:23][C:30]1[CH:29]=[CH:28][CH:27]=[C:26]([C:24]#[N:25])[CH:31]=1)[C:10]([O:12][CH2:13][C:14]1[CH:15]=[CH:16][CH:17]=[CH:18][CH:19]=1)=[O:11])=[O:7])([CH3:4])([CH3:3])[CH3:2]. Reported procedure: 6.77 g (21 mmol) of benzyl 2-(2R)-t-butoxycarbonylamino-5-hydroxypentanoate was dissolved in 105 ml of tetrahydrofuran. 2.74 g (23 mmol) of 3-cyanophenol, 6.6 g (25 mmol) of triphenylphosphine and 10 g (23 mmol) of diethyl azodicarboxylate (40% solution in toluene) were added to the solution, and they were stirred at room temperature for one hour. The solvent was distilled off, and the residue was treated with ethyl acetate as the extractant in an ordinary manner. The solvent was distilled off, ... The reactants are CO, CC(=O)Nc1ccc(C(=O)C(C)C)cc1[N+](=O)[O-], O. Yields the product CC(=O)Nc1ccc(C(O)C(C)C)cc1[N+](=O)[O-]. Reaction SMILES: [CH3:20][OH:21].[CH3:2][CH:3]([C:4](=[O:5])[c:6]1[cH:7][c:8]([N+:16](=[O:17])[O-:18])[c:9]([NH:12][C:13]([CH3:14])=[O:15])[cH:10][cH:11]1)[CH3:19].[OH2:1]>>[CH3:2][CH:3]([CH:4]([OH:5])[c:6]1[cH:7][c:8]([N+:16](=[O:17])[O-:18])[c:9]([NH:12][C:13]([CH3:14])=[O:15])[cH:10][cH:11]1)[CH3:19]. As a reaction SMILES: [NH:1]([C:3]1[CH:8]=[CH:7][N:6]=[C:5]([O:9][CH3:10])[N:4]=1)[NH2:2].[CH3:11][CH2:12][CH2:13]CCC.[CH3:17][CH2:18][O:19][C:20]([CH3:22])=[O:21]>>[CH3:10][O:9][C:5]1[N:4]=[C:3]([N:1]2[C:22]([C:20]([O:19][CH2:18][CH3:17])=[O:21])=[CH:11][C:12]([CH3:13])=[N:2]2)[CH:8]=[CH:7][N:6]=1 |f:1.2|. Procedure details: The title product was prepared in analogy to the procedure described in Example 57 using 4-hydrazinyl-2-methoxypyrimidine (Step 59.1). tR: 4.28 min (HPLC 1); tR: 0.93 min (LC-MS 2); ESI-MS: 263 [M+H]+ (LC-MS 2); Rf=0.58 (hexane/EtOAc 1:1). Product: COC1=NC=CC(=N1)N1N=C(C=C1C(=O)OCC)C (ethyl 1-(2-methoxypyrimidin-4-yl)-3-methyl-1H-pyrazole-5-carboxylate). The reactants are N(N)C1=NC(=NC=C1)OC (4-hydrazinyl-2-methoxypyrimidine), CCCCCC.CCOC(=O)C (hexane EtOAc). Starting materials: C(C=C)OC1=CN(C2=CC(=CC=C2C1=O)F)C (3-allyloxy-7-fluoro-1-methyl-4quinolone), Cl (hydrochloric acid), C[O-].[Na+] (sodium methoxide), Cl (hydrochloric acid). Reagents/catalysts: C1=CC=C(C=C1)P(C2=CC=CC=C2)C3=CC=CC=C3.C1=CC=C(C=C1)P(C2=CC=CC=C2)C3=CC=CC=C3.C1=CC=C(C=C1)P(C2=CC=CC=C2)C3=CC=CC=C3.[Cl-].[Rh] (tris(triphenylphosphine)rhodium chloride). The solvent is CO (methanol). Product: OC1=CN(C2=CC(=CC=C2C1=O)OC)C (3-hydroxy-7-methoxy-1-methyl-4-quinolone). RXN SMILES: C([O:4][C:5]1[C:14](=[O:15])[C:13]2[C:8](=[CH:9][C:10](F)=[CH:11][CH:12]=2)[N:7]([CH3:17])[CH:6]=1)C=C.[CH3:18][O-:19].[Na+].Cl>C1C=CC(P(C2C=CC=CC=2)C2C=CC=CC=2)=CC=1.C1C=CC(P(C2C=CC=CC=2)C2C=CC=CC=2)=CC=1.C1C=CC(P(C2C=CC=CC=2)C2C=CC=CC=2)=CC=1.[Cl-].[Rh].CO>[OH:4][C:5]1[C:14](=[O:15])[C:13]2[C:8](=[CH:9][C:10]([O:19][CH3:18])=[CH:11][CH:12]=2)[N:7]([CH3:17])[CH:6]=1 |f:1.2,4.5.6.7.8|. Procedure details: A mixture of 3-allyloxy-7-fluoro-1-methyl-4quinolone (2.1 g), prepared as described in Example 8(a), sodium methoxide (3 g) and dry methanol (50 ml) was heated under reflux for 4 days. Methanolic hydrochloric acid was added to neutralise the solution and tris(triphenylphosphine)rhodium chloride (0.2 g) was added. The mixture was heated under reflux for 3 days and then acidified with methanolic hydrochloric acid to pH 1. The solvent was removed by distillation under reduced pressure and the resid... Reactants: CC(C)(C)OC(=O)COc1cccc(CNCc2ccc(-c3nccs3)cc2)c1, O=S(=O)(Cl)c1ccc(Cl)s1, ClCCl, O=S(=O)(Cl)Cl. The product is CC(C)(C)OC(=O)COc1cccc(CN(Cc2ccc(-c3nccs3)cc2)S(=O)(=O)c2ccc(Cl)s2)c1. Reaction SMILES: [C:1]([CH3:2])([CH3:3])([CH3:4])[O:5][C:6]([CH2:7][O:8][c:9]1[cH:10][c:11]([CH2:15][NH:16][CH2:17][c:18]2[cH:19][cH:20][c:21](-[c:24]3[s:25][cH:26][cH:27][n:28]3)[cH:22][cH:23]2)[cH:12][cH:13][cH:14]1)=[O:29].[Cl:30][c:31]1[cH:32][cH:33][c:34]([S:36](=[O:37])(=[O:38])[Cl:39])[s:35]1.[Cl:45][CH2:46][Cl:47].[S:40]([Cl:41])([Cl:42])(=[O:43])=[O:44]>>[C:1]([CH3:2])([CH3:3])([CH3:4])[O:5][C:6]([CH2:7][O:8][c:9]1[cH:10][c:11]([CH2:15][N:16]([CH2:17][c:18]2[cH:19][cH:20][c:21](-[c:24]3[s:25][cH:26][cH:27][n:28]3)[cH:22][cH:23]2)[S:36]([c:34]2[cH:33][cH:32][c:31]([Cl:30])[s:35]2)(=[O:37])=[O:38])[cH:12][cH:13][cH:14]1)=[O:29]. The reactants are CN\C(\N1CC2=C(CC1)N=C(S2)C(=O)NC2=C(C=CC=C2)NC(OC(C)(C)C)=O)=N/C2=CC=CC=C2 (tert-butyl {2-[({5-[(E)-(methylamino)(phenylimino)methyl]-4,5,6,7-tetrahydro[1,3]thiazolo[5,4-c]pyridin-2-yl}carbonyl)amino]phenyl}carbamate), Cl (HCl). Yields the product NC1=C(C=CC=C1)NC(=O)C=1SC=2CN(CCC2N1)C(=NC)NC1=CC=CC=C1 (N-(2-aminophenyl)-5-[anilino(methylimino)methyl]-4,5,6,7-tetrahydro[1,3]thiazolo[5,4-c]pyridine-2-carboxamide). Reaction SMILES: [CH3:1][NH:2]/[C:3](=[N:30]\[C:31]1[CH:36]=[CH:35][CH:34]=[CH:33][CH:32]=1)/[N:4]1[CH2:9][CH2:8][C:7]2[N:10]=[C:11]([C:13]([NH:15][C:16]3[CH:21]=[CH:20][CH:19]=[CH:18][C:17]=3[NH:22]C(=O)OC(C)(C)C)=[O:14])[S:12][C:6]=2[CH2:5]1.Cl>>[NH2:22][C:17]1[CH:18]=[CH:19][CH:20]=[CH:21][C:16]=1[NH:15][C:13]([C:11]1[S:12][C:6]2[CH2:5][N:4]([C:3]([NH:30][C:31]3[CH:36]=[CH:35][CH:34]=[CH:33][CH:32]=3)=[N:2][CH3:1])[CH2:9][CH2:8][C:7]=2[N:10]=1)=[O:14]. Procedure: tert-butyl {2-[({5-[(E)-(methylamino)(phenylimino)methyl]-4,5,6,7-tetrahydro[1,3]thiazolo[5,4-c]pyridin-2-yl}carbonyl)amino]phenyl}carbamate obtained in step II above was treated with ethereal HCl at room temperature for 5-15 h. Solvent was evaporated and the residue was purified by either column chromatography or preparative HPLC to give N-(2-aminophenyl)-5-[anilino(methylimino)methyl]-4,5,6,7-tetrahydro[1,3]thiazolo[5,4-c]pyridine-2-carboxamide, which was then converted into its dihydrochlorid...